This data is from the Open Reaction Database (ORD), a public repository of structured organic reaction records. The task is: describe an organic reaction: reactants, conditions, products, and yield Reactants: OC=1C(=CC2=C(OCO2)C1)C1(C(N(C2=CC=CC(=C12)OC)CC=1OC(=CC1)C(F)(F)F)=O)CO (3-(6-hydroxy-1,3-benzodioxol-5-yl)-3-(hydroxymethyl)-4-methoxy-1-{[5-(trifluoromethyl)-2-furyl]methyl}-1,3-dihydro-2H-indol-2-one), C1(CC1)CCN1C(C(C2=CC=CC=C12)(CO)C1=CC2=C(OCO2)C=C1O)=O (1-(2-cyclopropylethyl)-3-(6-hydroxy-1,3-benzodioxol-5-yl)-3-(hydroxymethyl)-1,3-dihydro-2H-indol-2-one). Product: COC1=C2C3(C(N(C2=CC=C1)CC=1OC(=CC1)C(F)(F)F)=O)COC=1C3=CC3=C(OCO3)C1 (4′-methoxy-1′{[5-(trifluoromethyl)-2-furyl]methyl}spiro[furo[2,3-f][1,3]benzodioxole-7,3′-indol]-2′(1′H)-one). RXN SMILES: [OH:1][C:2]1[C:3]([C:11]2([CH2:33]O)[C:19]3[C:14](=[CH:15][CH:16]=[CH:17][C:18]=3[O:20][CH3:21])[N:13]([CH2:22][C:23]3[O:24][C:25]([C:28]([F:31])([F:30])[F:29])=[CH:26][CH:27]=3)[C:12]2=[O:32])=[CH:4][C:5]2[O:9][CH2:8][O:7][C:6]=2[CH:10]=1.C1(CCN2C3C(=CC=CC=3)C(C3C(O)=CC4OCOC=4C=3)(CO)C2=O)CC1>>[CH3:21][O:20][C:18]1[CH:17]=[CH:16][CH:15]=[C:14]2[C:19]=1[C:11]1([C:3]3=[CH:4][C:5]4[O:9][CH2:8][O:7][C:6]=4[CH:10]=[C:2]3[O:1][CH2:33]1)[C:12](=[O:32])[N:13]2[CH2:22][C:23]1[O:24][C:25]([C:28]([F:30])([F:29])[F:31])=[CH:26][CH:27]=1. Reported procedure: Following the procedure described in EXAMPLE 1, and making non-critical variations using 3-(6-hydroxy-1,3-benzodioxol-5-yl)-3-(hydroxymethyl)-4-methoxy-1-{[5-(trifluoromethyl)-2-furyl]methyl}-1,3-dihydro-2H-indol-2-one to replace 1-(2-cyclopropylethyl)-3-(6-hydroxy-1,3-benzodioxol-5-yl)-3-(hydroxymethyl)-1,3-dihydro-2H-indol-2-one, the title compound was obtained (33%) as a white solid: mp 149-153° C.; 1H NMR (300 MHz, DMSO-d6) δ 7.32-7.24 (m, 1H), 6.82-6.62 (m, 3H), 6.46 (s, 1H), 6.40 (d, 1H), ... Starting materials: O=C1CNc2ncc(Br)nc2N1, C1COCCO1, Cc1cc(-c2nncn2C2CCCCO2)ccc1B1OC(C)(C)C(C)(C)O1, CC(C)O, ClCCl, O=C(O)C(F)(F)F, [Na+], [Na+], O=C([O-])[O-]. Product: Cc1cc(-c2nncn2C2CCCCO2)ccc1-c1cnc2c(n1)NC(=O)CN2. Reaction SMILES: [Br:35][c:36]1[cH:37][n:38][c:39]2[c:40]([n:41]1)[NH:42][C:43](=[O:46])[CH2:44][NH:45]2.[CH2:60]1[O:61][CH2:62][CH2:63][O:64][CH2:65]1.[CH3:1][c:2]1[cH:3][c:4](-[c:17]2[n:18][n:19][cH:20][n:21]2[CH:22]2[O:23][CH2:24][CH2:25][CH2:26][CH2:27]2)[cH:5][cH:6][c:7]1[B:8]1[O:9][C:10]([CH3:11])([CH3:12])[C:13]([CH3:14])([CH3:15])[O:16]1.[CH:56]([OH:57])([CH3:58])[CH3:59].[Cl:47][CH2:48][Cl:49].[F:28][C:29]([F:30])([F:31])[C:32]([OH:33])=[O:34].[Na+:50].[Na+:51].[O-:52][C:53](=[O:54])[O-:55]>>[CH3:1][c:2]1[cH:3][c:4](-[c:17]2[n:18][n:19][cH:20][n:21]2[CH:22]2[O:23][CH2:24][CH2:25][CH2:26][CH2:27]2)[cH:5][cH:6][c:7]1-[c:36]1[cH:37][n:38][c:39]2[c:40]([n:41]1)[NH:42][C:43](=[O:46])[CH2:44][NH:45]2. Starting materials: CN(S(=O)(=O)C1=CC=C2C=CNC2=C1)C (6-(N,N-dimethyl aminosulfonyl)indole), CN(C=O)C (N,N-dimethylformamide), P(=O)(Cl)(Cl)Cl (Phosphorus oxychloride), CN(C=O)C (N,N-dimethyl formamide), [OH-].[Na+] (sodium hydroxide), aqueous solution. Run in O (water). Reaction conditions: time 15 minute. The product is CN(S(=O)(=O)C1=CC=C2C(=CNC2=C1)C=O)C (6-(N,N-dimethylaminosulfonyl)indole-3-carboxaldehyde). The yield is 54.0%. Reaction SMILES: P(Cl)(Cl)(Cl)=O.[CH3:6][N:7]([CH3:20])[S:8]([C:11]1[CH:19]=[C:18]2[C:14]([CH:15]=[CH:16][NH:17]2)=[CH:13][CH:12]=1)(=[O:10])=[O:9].[OH-].[Na+].CN(C)[CH:25]=[O:26]>O>[CH3:6][N:7]([CH3:20])[S:8]([C:11]1[CH:19]=[C:18]2[C:14]([C:15]([CH:25]=[O:26])=[CH:16][NH:17]2)=[CH:13][CH:12]=1)(=[O:10])=[O:9] |f:2.3|. Procedure: Phosphorus oxychloride (0.76 ml, 0.008 mol) was slowly added at 0° C. under nitrogen atmosphere to anhydrous N,N-dimethyl formamide (3.8 ml), 0.05 mol). The mixture was stirred for 15 minutes and a solution of 6-(N,N-dimethyl aminosulfonyl)indole (1.74 g, 0.0078 mol) in anhydrous N,N-dimethylformamide (4 ml) was added dropwise below 2° C. The reaction mixture was allowed to stand at room temperature for 20 h and diluted with water (10 ml). The solution was neutralized (pH 8) with 10% aqueous sol... Reactants: O=C(c1ncc[nH]1)c1ncc[nH]1, O=C=O, O=C(O)C12CC3CC(CC1C3)C2, ClC(Cl)Cl, OCCCN1CCN(c2ncccn2)CC1. Yields the product O=C(OCCCN1CCN(c2ncccn2)CC1)C12CC3CC(CC1C3)C2. As a reaction SMILES: [C:13]([c:14]1[nH:15][cH:16][cH:17][n:18]1)([c:19]1[nH:20][cH:21][cH:22][n:23]1)=[O:24].[C:25](=[O:26])=[O:27].[CH2:1]1[CH:2]2[CH2:3][C:4]3([C:10](=[O:11])[OH:12])[CH2:5][CH:6]([CH2:7][CH:8]13)[CH2:9]2.[CH:44]([Cl:45])([Cl:46])[Cl:47].[n:28]1[c:29]([N:34]2[CH2:35][CH2:36][N:37]([CH2:40][CH2:41][CH2:42][OH:43])[CH2:38][CH2:39]2)[n:30][cH:31][cH:32][cH:33]1>>[CH2:1]1[CH:2]2[CH2:3][C:4]3([C:10]([O:11][CH2:42][CH2:41][CH2:40][N:37]4[CH2:36][CH2:35][N:34]([c:29]5[n:28][cH:33][cH:32][cH:31][n:30]5)[CH2:39][CH2:38]4)=[O:12])[CH2:5][CH:6]([CH2:7][CH:8]13)[CH2:9]2. Starting materials: N1(CCOCC1)C=1N=C(NC(C1)=O)CC(=O)OCC (ethyl [4-(morpholin-4-yl)-6-oxo-1,6-dihydropyrimidin-2-yl]acetate), BrC=1C=C(N)C=CC1 (3-bromoaniline). Product: BrC=1C=C(C=CC1)NC(CC=1NC(C=C(N1)N1CCOCC1)=O)=O (N-(3-bromophenyl)-2-[4-(morpholin-4-yl)-6-oxo-1,6-dihydropyrimidin-2-yl]acetamide). RXN SMILES: [N:1]1([C:7]2[N:8]=[C:9]([CH2:14][C:15]([O:17]CC)=O)[NH:10][C:11](=[O:13])[CH:12]=2)[CH2:6][CH2:5][O:4][CH2:3][CH2:2]1.[Br:20][C:21]1[CH:22]=[C:23]([CH:25]=[CH:26][CH:27]=1)[NH2:24]>>[Br:20][C:21]1[CH:22]=[C:23]([NH:24][C:15](=[O:17])[CH2:14][C:9]2[NH:10][C:11](=[O:13])[CH:12]=[C:7]([N:1]3[CH2:2][CH2:3][O:4][CH2:5][CH2:6]3)[N:8]=2)[CH:25]=[CH:26][CH:27]=1. Reported procedure: The product is prepared according to the procedure described in Example 9, using 300 mg of ethyl [4-(morpholin-4-yl)-6-oxo-1,6-dihydropyrimidin-2-yl]acetate prepared in stage 1 of Example 1 and 0.61 ml of 3-bromoaniline in place of the 2-fluoroaniline. 105 mg of N-(3-bromophenyl)-2-[4-(morpholin-4-yl)-6-oxo-1,6-dihydropyrimidin-2-yl]acetamide are obtained in the form of a white solid, the characteristics of which are the following: Reactants: Cl (HCl), COC1=CC=C(C=C1)C(O)C1=CC=C(C=C1)OC (bis-(4-methoxyphenyl)methanol), [N+](=O)([O-])CC(=O)OCC (ethyl nitroacetate), [Al+3].[Cl-].[Cl-].[Cl-] (AlCl3). The solvent is C(Cl)Cl (CH2Cl2). Run at temperature 10 celsius, time 1 hour. Product: C(C)OC(C(C(C1=CC=C(C=C1)OC)C1=CC=C(C=C1)OC)[N+](=O)[O-])=O (3,3-Bis-(4'-methoxyphenyl)-2-nitropropionic acid ethyl ester). Reaction SMILES: [CH3:1][O:2][C:3]1[CH:8]=[CH:7][C:6]([CH:9]([C:11]2[CH:16]=[CH:15][C:14]([O:17][CH3:18])=[CH:13][CH:12]=2)O)=[CH:5][CH:4]=1.[N+:19]([CH2:22][C:23]([O:25][CH2:26][CH3:27])=[O:24])([O-:21])=[O:20].[Al+3].[Cl-].[Cl-].[Cl-].Cl>C(Cl)Cl>[CH2:26]([O:25][C:23](=[O:24])[CH:22]([N+:19]([O-:21])=[O:20])[CH:9]([C:11]1[CH:16]=[CH:15][C:14]([O:17][CH3:18])=[CH:13][CH:12]=1)[C:6]1[CH:7]=[CH:8][C:3]([O:2][CH3:1])=[CH:4][CH:5]=1)[CH3:27] |f:2.3.4.5|. Procedure details: To a stirred (0° C.) solution of bis-(4-methoxyphenyl)methanol (2.5 g, 10.2 mmol) and ethyl nitroacetate (2.26 ml, 20.4 mmol) in CH2Cl2 (50 ml) under argon was added AlCl3 (1.36 g, 10.2 mmol) in one portion. After 1 h, the reaction mixture was allowed to warm to approximately 10° C. and poured into a mixture of ice and 2M HCl. The resulting mixture was stirred for 45 min, and the aqueous layer extracted with CH2Cl2. The combined organic layers were washed with 10% Na2CO3, dried over MgSO4, treat... Starting materials: compound, C1(=CC=C(C=C1)S(=O)(=O)O)C (p-toluene sulfonic acid), CC(=O)C (acetone), O (water). The product is C1(CCCCC1)C(C=O)C (2-cyclohexylpropanal). RXN SMILES: [C:1]1(C)[CH:6]=[CH:5][C:4](S(O)(=O)=O)=[CH:3][CH:2]=1.[CH3:12][C:13]([CH3:15])=O.[OH2:16]>>[CH:1]1([CH:13]([CH3:15])[CH:12]=[O:16])[CH2:6][CH2:5][CH2:4][CH2:3][CH2:2]1. Procedure details: 100.0 g of a compound (Ia) was hydrogenated in a solution of 2 g of p-toluene sulfonic acid, 200 ml of acetone, and 500 ml of water at 60° C. for 24 hours. The hydrogenated product was distilled to obtain 66.5 g of 2-cyclohexylpropanal (purity: 98.5%, boiling point: 65° C./5 mmHg). Starting materials: 113g, C(C)OC(C)OC(C)OCC (1-ethoxyethyl ether), furfural cyanohydrin, C(C)(C)NC(C)C (diisopropylamine), C(CCC)[Li] (n-butyllithium), O1CCCC1 (tetrahydrofuran), 136g, BrCCCCCCC(=O)OCC (ethyl 7-bromoheptanoate). Solvent: CN(P(N(C)C)(N(C)C)=O)C (hexamethylphosphoric triamide), CCCCCC (hexane). Conditions: temperature -5 celsius, time 25 minute. Product: C(=O)(OCC)CCCCCCC(C#N)(C=1OC=CC1)OC(C)OCC (α-(6-carbethoxyhexyl)-α-(1-ethoxyethoxy)-α-(2-furyl)acetonitrile). As a reaction SMILES: [CH:1]([NH:4]C(C)C)(C)C.C([Li])CCC.C(O[CH:16]([O:18][CH:19]([O:21][CH2:22][CH3:23])[CH3:20])[CH3:17])C.Br[CH2:25][CH2:26][CH2:27][CH2:28][CH2:29][CH2:30][C:31]([O:33][CH2:34][CH3:35])=[O:32].[O:36]1C[CH2:39][CH2:38][CH2:37]1>CCCCCC.CN(C)P(=O)(N(C)C)N(C)C>[C:31]([CH2:30][CH2:29][CH2:28][CH2:27][CH2:26][CH2:25][C:16]([O:18][CH:19]([O:21][CH2:22][CH3:23])[CH3:20])([C:17]1[O:36][CH:37]=[CH:38][CH:39]=1)[C:1]#[N:4])([O:33][CH2:34][CH3:35])=[O:32]. Procedure details: To a stirred solution of 84 ml of diisopropylamine in 280 ml of dry tetrahydrofuran (THF) is added 260 ml of 2.3M n-butyllithium in hexane during 30 min. at 0°-5° C. After stirring for 25 min. at -5° C. the solution is cooled to -75° C. and treated with a solution of 113g (0.58 mol) of 1-ethoxyethyl ether of furfural cyanohydrin (Example 1) in 115 ml of hexamethylphosphoric triamide during 45 min. at -75° to -65° C. After stirring for 25 min. at -75° C. the solution is treated with 136g (0.576 m... Reactants: ice water, CC=1NC=C(C1CCC(=O)O)C (3-(2,4-dimethyl-1H-pyrrol-3-yl)-propionic acid), C(=O)(N1C=NC=C1)N1C=NC=C1 (1,1′-carbonyldiimidazole), CNC (dimethylamine), C(C)(C)N(C(C)C)CC (N,N-diisopropylethylamine). Solvent: ClCCl (dichloromethane), O1CCCC1 (tetrahydrofuran). Conditions: time 8 hour. Product: CC=1NC=C(C1CCC(=O)N(C)C)C (3-(2,4-dimethyl-1H-pyrrol-3-yl)-N,N-dimethyl-propionamide). The yield is 83.0%. As a reaction SMILES: [CH3:1][C:2]1[NH:3][CH:4]=[C:5]([CH3:12])[C:6]=1[CH2:7][CH2:8][C:9](O)=[O:10].[C:13](N1C=CN=C1)([N:15]1C=CN=[CH:16]1)=O.CNC.C(N(CC)C(C)C)(C)C>ClCCl.O1CCCC1>[CH3:1][C:2]1[NH:3][CH:4]=[C:5]([CH3:12])[C:6]=1[CH2:7][CH2:8][C:9]([N:15]([CH3:16])[CH3:13])=[O:10]. Procedure details: To the suspension of 3-(2,4-dimethyl-1H-pyrrol-3-yl)-propionic acid (10 g, 60.8 mmol) in 60 mL of dichloromethane was added 1,1′-carbonyldiimidazole (11.6 g, 71.8 mmol) followed by the addition of 2 M dimethylamine solution in tetrahydrofuran (30 mL) and N,N-diisopropylethylamine (Hunig's base, 10 mL, 60.8 mmol). The dark red reaction mixture was stirred at room temperature overnight and poured into ice water. The organic layer was washed with brine until pH of 6, dried over anhydrous sodium sul... Starting materials: CO (MeOH), [OH-].[Na+] (NaOH), solution, Cl (HCl), C(C)OC(C=C(C=CC1=C(C=C(C=C1)Cl)Cl)C)=O (5-(2,4-Dichlorophenyl)-3-methylpenta-2,4-dienoic acid ethyl ester). The solvent is O (water), O (Water), C1CCOC1 (THF). Run at time 6 hour. The product is ClC1=C(C=CC(=C1)Cl)C=CC(=CC(=O)O)C (5-(2,4-dichlorophenyl)-3-methylpenta-2,4-dienoic acid). Isolated yield 89.6%. As a reaction SMILES: C([O:3][C:4](=[O:18])[CH:5]=[C:6]([CH3:17])[CH:7]=[CH:8][C:9]1[CH:14]=[CH:13][C:12]([Cl:15])=[CH:11][C:10]=1[Cl:16])C.CO.[OH-].[Na+].Cl>C1COCC1.O>[Cl:16][C:10]1[CH:11]=[C:12]([Cl:15])[CH:13]=[CH:14][C:9]=1[CH:8]=[CH:7][C:6]([CH3:17])=[CH:5][C:4]([OH:18])=[O:3] |f:2.3|. Reported procedure: 5-(2,4-Dichlorophenyl)-3-methylpenta-2,4-dienoic acid ethyl ester (5 g, 0.0184 mol) was dissolved in THF (125 mL). Water (50 mL), MeOH (50 mL), and NaOH (18.44 mL of a 2M solution in water, 2 eq) were then added. After 6 hours, TLC analysis showed complete conversion of the starting materials and the mixture was acidified to pH 1 by addition of 6N HCl. The resulting solid was collected to give 4.24 g of 5-(2,4-dichlorophenyl)-3-methylpenta-2,4-dienoic acid.